Dataset: the Open Reaction Database (ORD), a public repository of structured organic reaction records. Task: describe an organic reaction: reactants, conditions, products, and yield The reactants are C1=CC(=CC=C1C=2C=CC(=CC2)O)O (4,4'-hydroxybiphenyl), COC1=CC=C(C(=O)Cl)C=C1 (4-methoxybenzoyl chloride), ice. Solvent: N1=CC=CC=C1 (pyridine). Conditions: temperature -15 celsius, time 2 hour. Product: COC1=CC=C(C(=O)OC2=CC=C(C=C2)C2=CC=C(C=C2)O)C=C1 (4-(4-methoxybenzoyloxy)-4'-hydroxybiphenyl). Yield: 63.0%. RXN SMILES: [CH:1]1[C:6]([C:7]2[CH:8]=[CH:9][C:10]([OH:13])=[CH:11][CH:12]=2)=[CH:5][CH:4]=[C:3]([OH:14])[CH:2]=1.[CH3:15][O:16][C:17]1[CH:25]=[CH:24][C:20]([C:21](Cl)=[O:22])=[CH:19][CH:18]=1>N1C=CC=CC=1>[CH3:15][O:16][C:17]1[CH:25]=[CH:24][C:20]([C:21]([O:14][C:3]2[CH:2]=[CH:1][C:6]([C:7]3[CH:12]=[CH:11][C:10]([OH:13])=[CH:9][CH:8]=3)=[CH:5][CH:4]=2)=[O:22])=[CH:19][CH:18]=1. Procedure: 3.72 g of 4,4'-hydroxybiphenyl was put in an 100 ml two-necked. flask and dissolved by the addition of 60 ml of pyridine. The flask was set up in an ice bath. 3.41 g of 4-methoxybenzoyl chloride was added over 1.5 hours while maintaining the reaction mixture at -15° C. The mixture was reacted in the ice bath for 3 hours and then at an ambient temperature for 2 hours. The reaction mixture was poured into chipped ice to obtain a white precipitate. This precipitate was filtered, dried and re-crysta... Starting materials: CO, ClCCl, CCC(CC)Nc1cc(C(=O)OC)c(F)cc1C(N)=O, [Na+], [OH-]. Yields the product CCC(CC)Nc1cc(C(=O)O)c(F)cc1C(N)=O. As a reaction SMILES: [CH3:26][OH:27].[Cl:23][CH2:24][Cl:25].[NH2:1][C:2](=[O:3])[c:4]1[cH:5][c:6]([F:20])[c:7]([C:8](=[O:9])[O:10][CH3:11])[cH:12][c:13]1[NH:14][CH:15]([CH2:16][CH3:17])[CH2:18][CH3:19].[Na+:22].[OH-:21]>>[NH2:1][C:2](=[O:3])[c:4]1[cH:5][c:6]([F:20])[c:7]([C:8](=[O:9])[OH:10])[cH:12][c:13]1[NH:14][CH:15]([CH2:16][CH3:17])[CH2:18][CH3:19]. Starting materials: C1CCNCC1, O=Cc1cccc(Cl)c1, CC(=O)CC(=O)NCC=Cc1ccccc1, O, Cc1ccc(S(=O)(=O)O)cc1, c1ccccc1. Product: CC(=O)C(=Cc1cccc(Cl)c1)C(=O)NCC=Cc1ccccc1. As a reaction SMILES: [CH2:26]1[CH2:27][CH2:28][NH:29][CH2:30][CH2:31]1.[Cl:17][c:18]1[cH:19][c:20]([CH:21]=[O:22])[cH:23][cH:24][cH:25]1.[O:1]=[C:2]([CH2:3][C:4](=[O:5])[NH:6][CH2:7][CH:8]=[CH:9][c:10]1[cH:11][cH:12][cH:13][cH:14][cH:15]1)[CH3:16].[OH2:49].[c:32]1([CH3:33])[cH:34][cH:35][c:36]([S:37]([OH:38])(=[O:39])=[O:40])[cH:41][cH:42]1.[cH:43]1[cH:44][cH:45][cH:46][cH:47][cH:48]1>>[O:1]=[C:2]([C:3]([C:4](=[O:5])[NH:6][CH2:7][CH:8]=[CH:9][c:10]1[cH:11][cH:12][cH:13][cH:14][cH:15]1)=[CH:21][c:20]1[cH:19][c:18]([Cl:17])[cH:25][cH:24][cH:23]1)[CH3:16].